Dataset: the Open Reaction Database (ORD), a public repository of structured organic reaction records. Task: describe an organic reaction: reactants, conditions, products, and yield Starting materials: FC=1C=C(C=CC1)C1=NNC2=CC(=CC=C12)[N+](=O)[O-] (3-(3-fluorophenyl)-6-nitro-1H-indazole). The reagents and catalysts are [OH-].[Pd+2].[OH-].[C] (palladium hydroxide carbon). The solvent is CO (methanol), C(C)(=O)OCC (ethyl acetate), C(C)(=O)OCC (ethyl acetate). Reaction conditions: time 7.5 hour. The product is FC=1C=C(C=CC1)C1=NNC2=CC(=CC=C12)N (3-(3-Fluorophenyl)-1H-6-indazolamine). Yield: 53.6%. Reaction SMILES: [F:1][C:2]1[CH:3]=[C:4]([C:8]2[C:16]3[C:11](=[CH:12][C:13]([N+:17]([O-])=O)=[CH:14][CH:15]=3)[NH:10][N:9]=2)[CH:5]=[CH:6][CH:7]=1>CO.C(OCC)(=O)C.[OH-].[Pd+2].[OH-].[C]>[F:1][C:2]1[CH:3]=[C:4]([C:8]2[C:16]3[C:11](=[CH:12][C:13]([NH2:17])=[CH:14][CH:15]=3)[NH:10][N:9]=2)[CH:5]=[CH:6][CH:7]=1 |f:3.4.5.6|. Procedure details: To a solution of 300 mg of 3-(3-fluorophenyl)-6-nitro-1H-indazole in 5 ml methanol and 2.5 ml ethyl acetate was added 60 mg of 20% palladium hydroxide-carbon (water content: 50%), and the mixture was subjected to hydrogenation at room temperature at normal pressure for 7.5 hours. After adding 2.5 ml of ethyl acetate to the reaction mixture, the catalyst was filtered off through Celite. The solvent was evaporated, and the crude product was suspended in ethyl acetate-diisopropyl ether, to give 142... Reactants: CC(=O)c1ccc(Cl)cc1N(C)C=O, ClCCl, O, O=S(=O)(Cl)Cl. Reaction SMILES: [C:6]([CH3:7])(=[O:8])[c:9]1[c:10]([N:11]([CH:12]=[O:13])[CH3:14])[cH:15][c:16]([Cl:19])[cH:17][cH:18]1.[Cl:21][CH2:22][Cl:23].[OH2:20].[S:1]([Cl:2])(=[O:3])([Cl:4])=[O:5]>>[Cl:4][CH2:7][C:6](=[O:8])[c:9]1[c:10]([N:11]([CH:12]=[O:13])[CH3:14])[cH:15][c:16]([Cl:19])[cH:17][cH:18]1. Product: CN(C=O)c1cc(Cl)ccc1C(=O)CCl.